From a dataset of the Open Reaction Database (ORD), a public repository of structured organic reaction records. describe an organic reaction: reactants, conditions, products, and yield Reactants: [BH4-].[Na+] (sodium borohydride), C(CCC)C=1N(C(=C(N1)Cl)C=O)CC1=CC=C(C=C1)C(C(=O)O)C1CCCC1 (2-[4-(2-Butyl-4-chloro-5-formyl-imidazol-1-yl-methyl)-phenyl]-2-cyclopentylacetic acid), Cl (HCl). The solvent is C(C)O (ethanol). Conditions: time 1 hour. Product: C(CCC)C=1N(C(=C(N1)Cl)CO)CC1=CC=C(C=C1)C(C(=O)O)C1CCCC1 (2-[4-(2-Butyl-4-chloro-5-hydroxymethyl-imidazol-1-yl-methyl)phenyl]-2-cyclopentylacetic acid). As a reaction SMILES: [BH4-].[Na+].[CH2:3]([C:7]1[N:8]([CH2:15][C:16]2[CH:21]=[CH:20][C:19]([CH:22]([CH:26]3[CH2:30][CH2:29][CH2:28][CH2:27]3)[C:23]([OH:25])=[O:24])=[CH:18][CH:17]=2)[C:9]([CH:13]=[O:14])=[C:10]([Cl:12])[N:11]=1)[CH2:4][CH2:5][CH3:6].Cl>C(O)C>[CH2:3]([C:7]1[N:8]([CH2:15][C:16]2[CH:17]=[CH:18][C:19]([CH:22]([CH:26]3[CH2:27][CH2:28][CH2:29][CH2:30]3)[C:23]([OH:25])=[O:24])=[CH:20][CH:21]=2)[C:9]([CH2:13][OH:14])=[C:10]([Cl:12])[N:11]=1)[CH2:4][CH2:5][CH3:6] |f:0.1|. Reported procedure: 0.1 g (2.9 mmol) of sodium borohydride is added to 1.5 g (2.9 mmol) of the compound from Example V in 25 ml of ethanol. After 1 h at room temperature, the reaction mixture is acidified (pH 4) with 2N HCl and extracted three times with CH2Cl2. The organic phase is dried over Na2SO4 and concentrated, and the product is crystallised from ethyl acetate/petroleum ether. A 1:1 mixture of the diastereomers is obtained. RXN SMILES: [CH2:1]([O:8][C:9]1[CH:10]=[C:11]([S:15][C:16]2[CH:17]=[C:18]3[C:23](=[CH:24][CH:25]=2)[CH:22]=[C:21]([C@:26]2([CH3:32])[CH2:30][O:29]C(=O)[NH:27]2)[CH:20]=[CH:19]3)[CH:12]=[CH:13][CH:14]=1)[C:2]1[CH:7]=[CH:6][CH:5]=[CH:4][CH:3]=1.C(O)C.O.[OH-].[Li+]>>[NH2:27][C@@:26]([C:21]1[CH:20]=[CH:19][C:18]2[C:23](=[CH:24][CH:25]=[C:16]([S:15][C:11]3[CH:12]=[CH:13][CH:14]=[C:9]([O:8][CH2:1][C:2]4[CH:7]=[CH:6][CH:5]=[CH:4][CH:3]=4)[CH:10]=3)[CH:17]=2)[CH:22]=1)([CH3:32])[CH2:30][OH:29] |f:3.4|. The yield is 92.1%. Yields the product N[C@](CO)(C)C1=CC2=CC=C(C=C2C=C1)SC1=CC(=CC=C1)OCC1=CC=CC=C1 ((R)-2-amino-2-(6-(3-(benzyloxy)phenylthio)naphthalen-2-yl)propan-1-ol). Reported procedure: (R)-4-(6-(3-(benzyloxy)phenylthio)naphthalen-2-yl)-4-methyloxazolidin-2-one (30.0 mg, 0.0000679 mol) was dissolved in ethanol (2 mL, 0.03 mol) and water (0.8 mL, 0.05 mol) then lithium hydroxide (17 mg, 0.00072 mol) was added and was heated to reflux overnight. LCMS shows no SM and a new peak at 1.51 399.17 ([M−NH2]+, 100). After concentration, the residue was taken up into methylene chloride and water. The aqueous layer was extracted with methylene chloride and concentrated. Column chromatograp... Reactants: C(C1=CC=CC=C1)OC=1C=C(C=CC1)SC=1C=C2C=CC(=CC2=CC1)[C@]1(NC(OC1)=O)C ((R)-4-(6-(3-(benzyloxy)phenylthio)naphthalen-2-yl)-4-methyloxazolidin-2-one), C(C)O (ethanol), O (water), [OH-].[Li+] (lithium hydroxide). The reactants are C(C1=CC=CC=C1)N1CCC(CC1)N(C(CCOCCCBr)=O)C(C)C (N-(1-benzylpiperidin-4-yl)-N-isopropyl 3-(bromopropoxy)propionamide), B.C1CCOC1 (BH3-THF), CO (methanol), [H][H] (hydrogen). The solvent is C1CCOC1 (THF). The product is BrCCCOCCCN(C(C)C)C1CCN(CC1)CC1=CC=CC=C1 (4-[N-(7-Bromo-4-oxahept-1-yl)-N-(isopropyl)amino]-1-benzylpiperidine). The yield is 75.5%. RXN SMILES: [CH2:1]([N:8]1[CH2:13][CH2:12][CH:11]([N:14]([CH:24]([CH3:26])[CH3:25])[C:15](=O)[CH2:16][CH2:17][O:18][CH2:19][CH2:20][CH2:21][Br:22])[CH2:10][CH2:9]1)[C:2]1[CH:7]=[CH:6][CH:5]=[CH:4][CH:3]=1.B.C1COCC1.CO.[H][H]>C1COCC1>[Br:22][CH2:21][CH2:20][CH2:19][O:18][CH2:17][CH2:16][CH2:15][N:14]([CH:11]1[CH2:12][CH2:13][N:8]([CH2:1][C:2]2[CH:3]=[CH:4][CH:5]=[CH:6][CH:7]=2)[CH2:9][CH2:10]1)[CH:24]([CH3:26])[CH3:25] |f:1.2|. Reported procedure: To a stirred solution of N-(1-benzylpiperidin-4-yl)-N-isopropyl 3-(bromopropoxy)propionamide (28.2 g, 66 mmol) in THF (300 mL) was added BH3-THF (100 mL, 2.0 M in THF, 200 mmol) and the reaction mixture was refluxed for 48 h. The reaction mixture was then allowed to cool to room temperature and methanol was added dropwise until evolution of hydrogen gas stopped. The mixture was then concentrated under reduced pressure and dissolved in dichloromethane (500 mL). The reaction mixture was washed wit... Reactants: C1=CSC(=C1)C(=O)CCCCl (4-chloro-2′-butyrothienone), [N-]=[N+]=[N-].[Na+] (sodium azide). The solvent is CN(C)C=O (DMF). Run at temperature 70 celsius, time 1.5 hour. Product: N(=[N+]=[N-])CCCC(=O)C=1SC=CC1 (4-Azido-1-thiophen-2-yl-butan-1-one). Yield: 83.1%. As a reaction SMILES: [CH:1]1[CH:5]=[C:4]([C:6]([CH2:8][CH2:9][CH2:10]Cl)=[O:7])[S:3][CH:2]=1.[N-:12]=[N+:13]=[N-:14].[Na+]>CN(C=O)C>[N:12]([CH2:10][CH2:9][CH2:8][C:6]([C:4]1[S:3][CH:2]=[CH:1][CH:5]=1)=[O:7])=[N+:13]=[N-:14] |f:1.2|. Procedure details: A mixture of 4-chloro-2′-butyrothienone (3.0 g, 15.9 mmol) and sodium azide (2.07 g, 31.8 mmol) in DMF (50 mL) was stirred at 70° C. for 1.5 h. The reaction mixture was then partitioned between ethyl acetate (200 mL) and water (200 mL). The organic layer was washed with water (100 mL), saturated aqueous sodium bicarbonate (100 mL) and brine (100 mL) and dried over sodium sulfate. Removal of the solvent in vacuum provided the title compound (2.58 g, 83% yield). MS m/e 218; HPLC retention time 0.8... The reactants are N(=[N+]=[N-])CCCN1C(=O)N=C(NC(C)=O)C=C1 (1-(3-azidopropyl)-N4-acetylcytosine), N (ammonia). The solvent is CO (methanol). Yields the product N(=[N+]=[N-])CCCN1C(=O)N=C(N)C=C1 (1-(3-azidopropyl)cytosine). Reaction SMILES: [N:1]([CH2:4][CH2:5][CH2:6][N:7]1[CH:17]=[CH:16][C:11]([NH:12]C(=O)C)=[N:10][C:8]1=[O:9])=[N+:2]=[N-:3].N>CO>[N:1]([CH2:4][CH2:5][CH2:6][N:7]1[CH:17]=[CH:16][C:11]([NH2:12])=[N:10][C:8]1=[O:9])=[N+:2]=[N-:3]. Procedure: A mixture of 1-(3-azidopropyl)-N4-acetylcytosine was reacted with 7N ammonia solution in methanol at room temperature for 2 days to give 1-(3-azidopropyl)cytosine as a white solid. The reactants are C(C)(C)(C)OC(N[C@H]1CC[C@@H](C2=CC=CC=C12)OC1=CC(=NC=C1)NC(COC)=O)=O ({(1S,4S)-4-[2-(2-Methoxy-acetylamino)-pyridin-4-yloxy]-1,2,3,4-tetrahydro-naphthalen-1-yl}-carbamic acid tert-butyl ester), C(=O)(C(F)(F)F)O (TFA). Run in C(Cl)Cl (DCM). Conditions: time 30 minute. Yields the product N (NH3), N[C@H]1CC[C@@H](C2=CC=CC=C12)OC1=CC(=NC=C1)NC(COC)=O (N-[4-((1S,4S)-4-Amino-1,2,3,4-tetrahydro-naphthalen-1-yl oxy)-pyridin-2-yl]-2-methoxy-acetamide). Isolated yield 198.5%. Reaction SMILES: C(OC(=O)[NH:7][C@@H:8]1[C:17]2[C:12](=[CH:13][CH:14]=[CH:15][CH:16]=2)[C@@H:11]([O:18][C:19]2[CH:24]=[CH:23][N:22]=[C:21]([NH:25][C:26](=[O:30])[CH2:27][O:28][CH3:29])[CH:20]=2)[CH2:10][CH2:9]1)(C)(C)C.C(O)(C(F)(F)F)=O>C(Cl)Cl>[NH3:7].[NH2:7][C@@H:8]1[C:17]2[C:12](=[CH:13][CH:14]=[CH:15][CH:16]=2)[C@@H:11]([O:18][C:19]2[CH:24]=[CH:23][N:22]=[C:21]([NH:25][C:26](=[O:30])[CH2:27][O:28][CH3:29])[CH:20]=2)[CH2:10][CH2:9]1. Procedure details: To a solution of Intermediate 10c (272 mg, 0.64 mmol) in DCM (6 mL) was added TFA (2 mL), and the mixture stirred at RT for 30 min. The mixture was concentrated in vacuo. The residue was purified on an Isolute SCX-2 cartridge, eluting with MeOH then 0.4-1M NH3 in MeOH, to give the title compound as a colourless gum (208 mg, 100%). LCMS (Method 3): Rt 0.44 min, in/z 350.2 [MNa+].